This data is from the Open Reaction Database (ORD), a public repository of structured organic reaction records. The task is: describe an organic reaction: reactants, conditions, products, and yield Starting materials: O (H2O), N([C@@H](CC1=CC=C(C=C1)O)C(=O)O)C(=O)OC(C)(C)C (Boc-Tyr), C(C)(C)N(CC)C(C)C (Diisopropylethylamine), C(CCl)Cl (EDC), C=1C=CC2=C(C1)N=NN2O (HOBt), CN(C)C=O (DMF). Conditions: time 18 hour. The product is C(C)(C)(C)OC(NC(CC1=CC=C(C=C1)O)C(NC(CC1=CC=C(C=C1)[N+](=O)[O-])C(NC)=O)=O)=O ({2-(4-Hydroxy-phenyl)-1-[1-methylcarbamoyl-2-(4-nitro-phenyl)-ethylcarbamoyl]-ethyl}carbamic acid tert-butyl ester). RXN SMILES: [CH:1]([N:4](C(C)C)CC)(C)[CH3:2].C(Cl)CCl.[CH:14]1[CH:15]=[CH:16][C:17]2[N:22]([OH:23])N=N[C:18]=2[CH:19]=1.[OH2:24].[NH:25]([C:38]([O:40][C:41]([CH3:44])([CH3:43])[CH3:42])=[O:39])[C@H:26]([C:35]([OH:37])=O)[CH2:27][C:28]1[CH:33]=[CH:32][C:31]([OH:34])=[CH:30][CH:29]=1.[CH3:45][N:46]([CH:48]=[O:49])C>>[C:41]([O:40][C:38](=[O:39])[NH:25][CH:26]([C:35](=[O:37])[NH:4][CH:1]([C:48](=[O:49])[NH:46][CH3:45])[CH2:2][C:14]1[CH:15]=[CH:16][C:17]([N+:22]([O-:23])=[O:24])=[CH:18][CH:19]=1)[CH2:27][C:28]1[CH:29]=[CH:30][C:31]([OH:34])=[CH:32][CH:33]=1)([CH3:44])([CH3:43])[CH3:42]. Reported procedure: H-L-Phe(4-NO2)—NMe (200 mg, 0.770 mmol) is dissolved in 1 mL DMF. Diisopropylethylamine (209 mg, 1.62 mmol), EDC (162 mg, 0.847 mmol), HOBt.H2O (130 mg, 0.847 mmol), and Boc-Tyr (238 mg, 0.847 mmol) are added and the mixture is stirred for 18 hr. at 20° C. The mixture is partitioned between water and EtOAc (2×60 mL). The organics are combined and washed with brine, dried over MgSO4, filtered and evaporated to give crude product. Purification by flash chromatography, which is eluted with 97:3 DCM... The reactants are CC(C)(C)OC(=O)NC1CC(OC(=O)c2ccccc2)CN(C(=O)OCc2ccccc2)C1, CC(C)(C)[Si](C)(C)OC1CC(O)CN(C(=O)OCc2ccccc2)C1. Product: CC(C)(C)OC(=O)NC1CC(O[Si](C)(C)C(C)(C)C)CN(C(=O)OCc2ccccc2)C1. RXN SMILES: [C:1]([O:2][CH:3]1[CH2:4][CH:5]([NH:16][C:17](=[O:18])[O:19][C:20]([CH3:21])([CH3:22])[CH3:23])[CH2:6][N:7]([C:8]([O:9][CH2:10][c:11]2[cH:12][cH:13][cH:14][cH:15][cH:24]2)=[O:25])[CH2:26]1)(=[O:27])[c:28]1[cH:29][cH:30][cH:31][cH:32][cH:33]1.[C:34]([CH3:35])([CH3:36])([CH3:37])[Si:38]([O:39][CH:40]1[CH2:41][N:42]([C:47](=[O:48])[O:49][CH2:50][c:51]2[cH:52][cH:53][cH:54][cH:55][cH:56]2)[CH2:43][CH:44]([OH:46])[CH2:45]1)([CH3:57])[CH3:58]>>[NH:16]([C:17](=[O:18])[O:19][C:20]([CH3:21])([CH3:22])[CH3:23])[CH:44]1[CH2:43][N:42]([C:47](=[O:48])[O:49][CH2:50][c:51]2[cH:52][cH:53][cH:54][cH:55][cH:56]2)[CH2:41][CH:40]([O:39][Si:38]([C:34]([CH3:35])([CH3:36])[CH3:37])([CH3:57])[CH3:58])[CH2:45]1.